Dataset: the Open Reaction Database (ORD), a public repository of structured organic reaction records. Task: describe an organic reaction: reactants, conditions, products, and yield Starting materials: Intermediate 13, BrC1=C(C=C(C=N1)N)C (6-bromo-5-methylpyridin-3-amine), BrC1=C(C(=O)O)C=CC=C1 (2-bromobenzoic acid). Yields the product BrC1=C(C=C(C=N1)NC1=C(C(=O)O)C=CC=C1)C (2-(6-Bromo-5-methylpyridin-3-ylamino)benzoic acid). Yield: 14.0%. Reaction SMILES: [Br:1][C:2]1[N:7]=[CH:6][C:5]([NH2:8])=[CH:4][C:3]=1[CH3:9].Br[C:11]1[CH:19]=[CH:18][CH:17]=[CH:16][C:12]=1[C:13]([OH:15])=[O:14]>>[Br:1][C:2]1[N:7]=[CH:6][C:5]([NH:8][C:11]2[CH:19]=[CH:18][CH:17]=[CH:16][C:12]=2[C:13]([OH:15])=[O:14])=[CH:4][C:3]=1[CH3:9]. Procedure: Obtained (0.17 g, yield 14%) following the procedure described in Intermediate 13 starting with 6-bromo-5-methylpyridin-3-amine (2.70 mmol, 0.5 g) and 2-bromobenzoic acid (4.03 mmol, 0.81 g). The reactants are C(C1=CC=CC=C1)C=1C(=NC2=CC=C(C=C2C1C)C(=O)N(C)OC)C (3-benzyl-N-methoxy-N,2,4-trimethylquinoline-6-carboxamide), C(C1=CC=CC=C1)C=1C(=NC2=CC=C(C=C2C1C)C(=O)N(C)OC)C (3-benzyl-N-methoxy-N,2,4-trimethylquinoline-6-carboxamide), CN1C=NC=C1 (N-methylimidazole), IC1=CN=CN1C (5-iodo-1-methyl-1H-imidazole), C(C)(C)[Mg]Cl (iPrMgCl). Run in C1CCOC1 (THF), C1CCOC1 (THF). Conditions: time 15 minute. Yields the product C(C1=CC=CC=C1)C=1C(=NC2=CC=C(C=C2C1C)C(=O)C1=CN=CN1C)C ((3-Benzyl-2,4-dimethylquinolin-6-yl)(1-methyl-1H-imidazol-5-yl)methanone). As a reaction SMILES: I[C:2]1[N:6]([CH3:7])[CH:5]=[N:4][CH:3]=1.C([Mg]Cl)(C)C.[CH2:13]([C:20]1[C:21]([CH3:37])=[N:22][C:23]2[C:28]([C:29]=1[CH3:30])=[CH:27][C:26]([C:31](N(OC)C)=[O:32])=[CH:25][CH:24]=2)[C:14]1[CH:19]=[CH:18][CH:17]=[CH:16][CH:15]=1.CN1C=CN=C1>C1COCC1>[CH2:13]([C:20]1[C:21]([CH3:37])=[N:22][C:23]2[C:28]([C:29]=1[CH3:30])=[CH:27][C:26]([C:31]([C:2]1[N:6]([CH3:7])[CH:5]=[N:4][CH:3]=1)=[O:32])=[CH:25][CH:24]=2)[C:14]1[CH:15]=[CH:16][CH:17]=[CH:18][CH:19]=1. Reported procedure: A translucent solution of 5-iodo-1-methyl-1H-imidazole (197 mg, 0.946 mmol) in THF (1.5 mL) was stirred at 0° C. while iPrMgCl (2.01 M in THF, 0.43 mL, 0.864 mmol) was added dropwise under argon. The ice bath was immediately removed and the white mixture was stirred at room temperature for 15 minutes, and was then added rapidly dropwise to a solution of 3-benzyl-N-methoxy-N,2,4-trimethylquinoline-6-carboxamide (71.9 mg, 0.215 mmol, Intermediate 34: step c) in THF (0.5 mL) at room temperature. Th... Reactants: C1CCOC1, Cl, Fc1cc(C2OCCCO2)ccc1-c1nc2ccc(C3(c4ccccn4)CC3)cc2s1. Product: O=Cc1ccc(-c2nc3ccc(C4(c5ccccn5)CC4)cc3s2)c(F)c1. RXN SMILES: [CH2:33]1[O:34][CH2:35][CH2:36][CH2:37]1.[ClH:32].[O:1]1[CH:2]([c:7]2[cH:8][c:9]([F:31])[c:10](-[c:13]3[s:14][c:15]4[c:16]([n:17]3)[cH:18][cH:19][c:20]([C:22]3([c:25]5[n:26][cH:27][cH:28][cH:29][cH:30]5)[CH2:23][CH2:24]3)[cH:21]4)[cH:11][cH:12]2)[O:6][CH2:5][CH2:4][CH2:3]1>>[O:1]=[CH:2][c:7]1[cH:8][c:9]([F:31])[c:10](-[c:13]2[s:14][c:15]3[c:16]([n:17]2)[cH:18][cH:19][c:20]([C:22]2([c:25]4[n:26][cH:27][cH:28][cH:29][cH:30]4)[CH2:23][CH2:24]2)[cH:21]3)[cH:11][cH:12]1. Starting materials: CC=1OC(=C(N1)C)C=1C(=NC(=NC1)OC)OC (5-(2,4-Dimethyl-oxazol-5-yl)-2,4-dimethoxy-pyrimidine). Run in CO (MeOH). The product is CC=1OC(=C(N1)C)C=1C(NC(NC1)=O)=O (5-(2,4-Dimethyl-oxazol-5-yl)-1H-pyrimidine-2,4-dione). The yield is 92.7%. As a reaction SMILES: [CH3:1][C:2]1[O:3][C:4]([C:8]2[C:9]([O:16]C)=[N:10][C:11]([O:14]C)=[N:12][CH:13]=2)=[C:5]([CH3:7])[N:6]=1>CO>[CH3:1][C:2]1[O:3][C:4]([C:8]2[C:9](=[O:16])[NH:10][C:11](=[O:14])[NH:12][CH:13]=2)=[C:5]([CH3:7])[N:6]=1. Procedure details: To a solution of 5-(2,4-Dimethyl-oxazol-5-yl)-2,4-dimethoxy-pyrimidine (Prep61, 600 mg, 2.5 mmol) in MeOH (40 mL) 2N HClaq (10 mL) was added. After refluxing the mixture for 3 hours, the solvents were evaporated. The crude was triturated with acetone and filtered to give 480 mg of 5-(2,4-Dimethyl-oxazol-5-yl)-1H-pyrimidine-2,4-dione as a light brown powder (92% yield) Reaction conditions: temperature -70 celsius, time 30 minute. Procedure details: To a stirred solution of 4-bromo-1-chloro-2-(4-cyclopropylbenzyl)benzene (6.6 g, 20.5 mmol) in dry THF/toluene (90 mL, 1:2) at −78° C. under argon was added dropwise n-BuLi (9.84 mL, 24.62 mmol, 2.5 N in hexane) over 10 minutes, and then the mixture was stirred for 30 minutes at −70° C. A solution of (3R,4S,5R,6R)-3,4,5-tris(trimethylsilyloxy)-6-((trimethylsilyloxy)methyl)tetrahydro-2H-pyran-2-one (12.4 g, 26.6 mmol) in anhydrous toluene (30 mL) was added dropwise over 5 minutes, and the reactio... RXN SMILES: Br[C:2]1[CH:7]=[CH:6][C:5]([Cl:8])=[C:4]([CH2:9][C:10]2[CH:15]=[CH:14][C:13]([CH:16]3[CH2:18][CH2:17]3)=[CH:12][CH:11]=2)[CH:3]=1.[Li][CH2:20]CCC.C[Si](C)(C)[O:26][C@@H:27]1[C@@H:32]([O:33][Si](C)(C)C)[C@H:31]([O:38][Si](C)(C)C)[C@@H:30]([CH2:43][O:44][Si](C)(C)C)[O:29][C:28]1=[O:49].O.CC1C=CC(S(O)(=O)=O)=CC=1.C(=O)(O)[O-].[Na+]>C1COCC1.C1(C)C=CC=CC=1.C1(C)C=CC=CC=1>[Cl:8][C:5]1[CH:6]=[CH:7][C:2]([C@@:28]2([O:49][CH3:20])[C@H:27]([OH:26])[C@@H:32]([OH:33])[C@H:31]([OH:38])[C@@H:30]([CH2:43][OH:44])[O:29]2)=[CH:3][C:4]=1[CH2:9][C:10]1[CH:15]=[CH:14][C:13]([CH:16]2[CH2:18][CH2:17]2)=[CH:12][CH:11]=1 |f:3.4,5.6,7.8|. Run in C1(=CC=CC=C1)C (toluene), C1CCOC1.C1(=CC=CC=C1)C (THF toluene). Isolated yield 89.7%. Product: ClC1=C(C=C(C=C1)[C@@]1(O[C@@H]([C@H]([C@@H]([C@H]1O)O)O)CO)OC)CC1=CC=C(C=C1)C1CC1 ((2S,3R,4S,5S,6R)-2-(4-chloro-3-(4-cyclopropylbenzyl)phenyl)-6-(hydroxymethyl)-2-methoxytetrahydro-2H-pyran-3,4,5-triol). Starting materials: C[Si](O[C@H]1C(O[C@@H]([C@H]([C@@H]1O[Si](C)(C)C)O[Si](C)(C)C)CO[Si](C)(C)C)=O)(C)C ((3R,4S,5R,6R)-3,4,5-tris(trimethylsilyloxy)-6-((trimethylsilyloxy)methyl)tetrahydro-2H-pyran-2-one), O.CC1=CC=C(C=C1)S(=O)(=O)O (4-methylbenzenesulfonic acid hydrate), C([O-])(O)=O.[Na+] (sodium bicarbonate), BrC1=CC(=C(C=C1)Cl)CC1=CC=C(C=C1)C1CC1 (4-bromo-1-chloro-2-(4-cyclopropylbenzyl)benzene), [Li]CCCC (n-BuLi). The reactants are BrC=1C=CC=2C=3C=CC=C4C=CC=C(C5=CC=CC1C52)C43 (3-bromoperylene), [N+](=O)([O-])C1=CC=CC=C1 (nitrobenzene), C1(=CC=CC=C1)NC1=CC=CC=C1 (diphenylamine), C([O-])([O-])=O.[K+].[K+] (potassium carbonate). The reagents and catalysts are [Cu] (copper). Reaction conditions: time 40 hour. Product: C1(=CC=CC=C1)N(C=1C=CC=2C=3C=CC=C4C=CC=C(C5=CC=CC1C52)C43)C4=CC=CC=C4 (3-diphenylaminoperylene). Reaction SMILES: Br[C:2]1[CH:3]=[CH:4][C:5]2[C:6]3[CH:7]=[CH:8][CH:9]=[C:10]4[C:21]=3[C:14]([C:15]3[C:20]=2[C:19]=1[CH:18]=[CH:17][CH:16]=3)=[CH:13][CH:12]=[CH:11]4.[C:22]1([NH:28][C:29]2[CH:34]=[CH:33][CH:32]=[CH:31][CH:30]=2)[CH:27]=[CH:26][CH:25]=[CH:24][CH:23]=1.C(=O)([O-])[O-].[K+].[K+].[N+](C1C=CC=CC=1)([O-])=O>[Cu]>[C:29]1([N:28]([C:22]2[CH:23]=[CH:24][CH:25]=[CH:26][CH:27]=2)[C:2]2[CH:3]=[CH:4][C:5]3[C:6]4[CH:7]=[CH:8][CH:9]=[C:10]5[C:21]=4[C:14]([C:15]4[C:20]=3[C:19]=2[CH:18]=[CH:17][CH:16]=4)=[CH:13][CH:12]=[CH:11]5)[CH:30]=[CH:31][CH:32]=[CH:33][CH:34]=1 |f:2.3.4|. Procedure details: The following compounds were introduced into a vessel: (a) 3-bromoperylene; (b) diphenylamine; (c) potassium carbonate; (d) copper power; and (e) nitrobenzene. Then, the mixture was stirred at 200 degrees centigrade for 40 hours. After reaction has finished, nitrobenzene was removed under a reduced pressure. Then, chloroform was added to the mixture, and filtered for removing inorganic materials. A filtrate was condensed, and then, impurities were removed by silica gel column chromatography empl... Starting materials: COc1ccc(N)cc1, CN(C)c1ccc(CN2C(=O)C(Cl)=C(c3ccccc3)C2=O)cc1, CN(C)C=O. Yields the product COc1ccc(NC2=C(c3ccccc3)C(=O)N(Cc3ccc(N(C)C)cc3)C2=O)cc1. RXN SMILES: [CH3:25][O:26][c:27]1[cH:28][cH:29][c:30]([NH2:31])[cH:32][cH:33]1.[Cl:1][C:2]1=[C:6]([c:7]2[cH:8][cH:9][cH:10][cH:11][cH:12]2)[C:5](=[O:13])[N:4]([CH2:14][c:15]2[cH:16][cH:17][c:18]([N:21]([CH3:22])[CH3:23])[cH:19][cH:20]2)[C:3]1=[O:24].[O:34]=[CH:35][N:36]([CH3:37])[CH3:38]>>[C:2]1([NH:31][c:30]2[cH:29][cH:28][c:27]([O:26][CH3:25])[cH:33][cH:32]2)=[C:6]([c:7]2[cH:8][cH:9][cH:10][cH:11][cH:12]2)[C:5](=[O:13])[N:4]([CH2:14][c:15]2[cH:16][cH:17][c:18]([N:21]([CH3:22])[CH3:23])[cH:19][cH:20]2)[C:3]1=[O:24].